This data is from the Open Reaction Database (ORD), a public repository of structured organic reaction records. The task is: describe an organic reaction: reactants, conditions, products, and yield Starting materials: BrCc1ccccc1, CCOC(=O)CCNCC(C(=O)OCC)c1ccc(Cl)c(Cl)c1, CC#N, [Na+], [Na+], O=C([O-])[O-], O. The product is CCOC(=O)CCN(Cc1ccccc1)CC(C(=O)OCC)c1ccc(Cl)c(Cl)c1. RXN SMILES: [Br:30][CH2:31][c:32]1[cH:33][cH:34][cH:35][cH:36][cH:37]1.[CH2:1]([CH3:2])[O:3][C:4]([CH2:5][CH2:6][NH:7][CH2:8][CH:9]([C:10](=[O:11])[O:12][CH2:13][CH3:14])[c:15]1[cH:16][c:17]([Cl:22])[c:18]([Cl:21])[cH:19][cH:20]1)=[O:23].[CH3:39][C:40]#[N:41].[Na+:24].[Na+:25].[O-:26][C:27](=[O:28])[O-:29].[OH2:38]>>[CH2:1]([CH3:2])[O:3][C:4]([CH2:5][CH2:6][N:7]([CH2:8][CH:9]([C:10](=[O:11])[O:12][CH2:13][CH3:14])[c:15]1[cH:16][c:17]([Cl:22])[c:18]([Cl:21])[cH:19][cH:20]1)[CH2:31][c:32]1[cH:33][cH:34][cH:35][cH:36][cH:37]1)=[O:23]. Reactants: CC(=O)c1c[nH]c2ccc(N)cc12, Cl, O=S(=O)(Cl)c1ccccc1, c1ccncc1. Product: CC(=O)c1c[nH]c2ccc(NS(=O)(=O)c3ccccc3)cc12. Reaction SMILES: [C:1]([CH3:2])(=[O:3])[c:4]1[cH:5][nH:6][c:7]2[cH:8][cH:9][c:10]([NH2:13])[cH:11][c:12]12.[ClH:24].[c:14]1([S:20](=[O:21])(=[O:22])[Cl:23])[cH:15][cH:16][cH:17][cH:18][cH:19]1.[cH:25]1[cH:26][cH:27][n:28][cH:29][cH:30]1>>[C:1]([CH3:2])(=[O:3])[c:4]1[cH:5][nH:6][c:7]2[cH:8][cH:9][c:10]([NH:13][S:20]([c:14]3[cH:15][cH:16][cH:17][cH:18][cH:19]3)(=[O:21])=[O:22])[cH:11][c:12]12. Reactants: C1CCOC1, [Li]CCCC, CC(C)(C)OC(=O)NCC1CC1, COCCl. Yields the product COCN(CC1CC1)C(=O)OC(C)(C)C. RXN SMILES: [CH2:22]1[O:23][CH2:24][CH2:25][CH2:26]1.[CH3:13][CH2:14][CH2:15][CH2:16][Li:17].[CH:1]1([CH2:4][NH:5][C:6]([O:7][C:8]([CH3:9])([CH3:10])[CH3:11])=[O:12])[CH2:2][CH2:3]1.[Cl:18][CH2:19][O:20][CH3:21]>>[CH:1]1([CH2:4][N:5]([C:6]([O:7][C:8]([CH3:9])([CH3:10])[CH3:11])=[O:12])[CH2:19][O:20][CH3:21])[CH2:2][CH2:3]1. RXN SMILES: [Br:1][c:2]1[c:3](-[c:20]2[c:21]([Br:28])[cH:22][cH:23][c:24]([O:26][CH3:27])[cH:25]2)[n:4][c:5]([CH2:7][O:8][c:9]2[c:10]([F:19])[c:11]([C:12](=[O:13])[NH2:14])[c:15]([F:18])[cH:16][cH:17]2)[s:6]1.[CH3:29][C:30](=[O:31])[OH:32].[Zn:33]>>[cH:2]1[c:3](-[c:20]2[c:21]([Br:28])[cH:22][cH:23][c:24]([O:26][CH3:27])[cH:25]2)[n:4][c:5]([CH2:7][O:8][c:9]2[c:10]([F:19])[c:11]([C:12](=[O:13])[NH2:14])[c:15]([F:18])[cH:16][cH:17]2)[s:6]1. Starting materials: COc1ccc(Br)c(-c2nc(COc3ccc(F)c(C(N)=O)c3F)sc2Br)c1, CC(=O)O, [Zn]. Yields the product COc1ccc(Br)c(-c2csc(COc3ccc(F)c(C(N)=O)c3F)n2)c1. The reactants are C(Cl)Cl (CH2Cl2), C(C)(C)(C)OC(=O)N1CC2=C(N=C(N=C2)N)CC1 (2-Amino-7,8-dihydro-5H-pyrido[4,3-d]pyrimidine-6-carboxylic acid tert-butyl ester), ClC=1C=C(C(=O)Cl)C=CC1 (3-chlorobenzoic acid chloride), [OH-].[Na+] (NaOH). Run in N1=CC=CC=C1 (pyridine). Conditions: time 2 hour. Product: C(C)(C)(C)OC(=O)N1CC2=C(N=C(N=C2)NC(C2=CC(=CC=C2)Cl)=O)CC1 (2-(3-chloro-benzoylamino)-7,8-dihydro-5H-pyrido[4,3-d]pyrimidine-6-carboxylic acid tert-butyl ester). Yield: 53.1%. As a reaction SMILES: [C:1]([O:5][C:6]([N:8]1[CH2:18][CH2:17][C:11]2[N:12]=[C:13]([NH2:16])[N:14]=[CH:15][C:10]=2[CH2:9]1)=[O:7])([CH3:4])([CH3:3])[CH3:2].[Cl:19][C:20]1[CH:21]=[C:22]([CH:26]=[CH:27][CH:28]=1)[C:23](Cl)=[O:24].[OH-].[Na+].C(Cl)Cl>N1C=CC=CC=1>[C:1]([O:5][C:6]([N:8]1[CH2:18][CH2:17][C:11]2[N:12]=[C:13]([NH:16][C:23](=[O:24])[C:22]3[CH:26]=[CH:27][CH:28]=[C:20]([Cl:19])[CH:21]=3)[N:14]=[CH:15][C:10]=2[CH2:9]1)=[O:7])([CH3:4])([CH3:2])[CH3:3] |f:2.3|. Reported procedure: 2-Amino-7,8-dihydro-5H-pyrido[4,3-d]pyrimidine-6-carboxylic acid tert-butyl ester 1202 mg (4.8 mmol) was added at 0° C. to a solution of 3-chlorobenzoic acid chloride 615 μl (4.8 mmol) in pyridine (25 ml) and stirring was performed for 2 h at 0° C. and then overnight at RT under nitrogen as inert gas. After the addition of aqueous 1 M NaOH (40 ml) and stirring for 20 minutes, CH2Cl2 (50 ml) was added and the aqueous phase extracted with CH2Cl2 (3×20 ml). The combined organic phases were dried ov... Reactants: C(C1=CC=CC=C1)OC([C@@H](NC(CCC1=CC=CC=C1)C(=O)OCC)C)=O (N-(1-Ethoxycarbonyl-3-Phenylpropyl)-L-Alanine Benzylester), [H][H] (hydrogen). Reagents/catalysts: C(C)(=O)O (acetic acid), [Pd] (Pd-C). Run in C(C)O (ethanol). Product: C(C)OC(=O)C(CCC1=CC=CC=C1)N[C@@H](C)C(=O)O (N-(1-Ethoxycarbonyl-3-Phenylpropyl)-L-Alanine). RXN SMILES: C([O:8][C:9](=[O:27])[C@H:10]([CH3:26])[NH:11][CH:12]([C:21]([O:23][CH2:24][CH3:25])=[O:22])[CH2:13][CH2:14][C:15]1[CH:20]=[CH:19][CH:18]=[CH:17][CH:16]=1)C1C=CC=CC=1.[H][H]>C(O)C.C(O)(=O)C.[Pd]>[CH2:24]([O:23][C:21]([CH:12]([NH:11][C@H:10]([C:9]([OH:27])=[O:8])[CH3:26])[CH2:13][CH2:14][C:15]1[CH:20]=[CH:19][CH:18]=[CH:17][CH:16]=1)=[O:22])[CH3:25]. Procedure: N-(1-Ethoxycarbonyl-3-Phenylpropyl)-L-Alanine Benzylester (4.2 g) is dissolved in 40 ml ethanol, to which is added 630 mg 10% Pd-C and a few drops of acetic acid. Hydrogenation occurs under a 30 psi hydrogen atmosphere at room temperature overnight. The resulting mixture is filtered through celite and dried under vacuum to remove the solvent, yielding a residue. The residue is partitioned between chloroform and aqueous 5% NaHCO3, separated, and the chloroform layer further washed with aqueous 5%...